From a dataset of the Open Reaction Database (ORD), a public repository of structured organic reaction records. describe an organic reaction: reactants, conditions, products, and yield Reactants: C(=O)(OC(C)(C)C)N([C@H](CC1=CC=CC=C1)C(=O)O)C (N-BOC-N-methyl-(D)-phenylalanine), Cl.COC([C@@H](N)CC1=CNC2=CC=CC=C12)=O ((L)-tryptophan methyl ester hydrochloride), OC1=CC=CC=2NN=NC21 (hydroxybenztriazole), CN(CCCN=C=NCC)C (1-(3-dimethylaminopropyl)-3-ethylcarbodiimide). Solvent: CN(C=O)C (DMF), C(C)(=O)OCC (ethyl acetate). Reaction conditions: time 2 hour. Yields the product COC([C@@H](NC([C@H](N(C)C(=O)OC(C)(C)C)CC1=CC=CC=C1)=O)CC1=CNC2=CC=CC=C12)=O (N-BOC-N-methyl-(D)-phenylalanyl-(L)-tryptophan methyl ester). RXN SMILES: [C:1]([N:8]([CH3:20])[C@@H:9]([C:17]([OH:19])=O)[CH2:10][C:11]1[CH:16]=[CH:15][CH:14]=[CH:13][CH:12]=1)([O:3][C:4]([CH3:7])([CH3:6])[CH3:5])=[O:2].Cl.[CH3:22][O:23][C:24](=[O:37])[C@H:25]([CH2:27][C:28]1[C:36]2[C:31](=[CH:32][CH:33]=[CH:34][CH:35]=2)[NH:30][CH:29]=1)[NH2:26].OC1C2N=NNC=2C=CC=1.CN(C)CCCN=C=NCC>CN(C)C=O.C(OCC)(=O)C>[CH3:22][O:23][C:24](=[O:37])[C@H:25]([CH2:27][C:28]1[C:36]2[C:31](=[CH:32][CH:33]=[CH:34][CH:35]=2)[NH:30][CH:29]=1)[NH:26][C:17](=[O:19])[C@@H:9]([CH2:10][C:11]1[CH:12]=[CH:13][CH:14]=[CH:15][CH:16]=1)[N:8]([C:1]([O:3][C:4]([CH3:5])([CH3:6])[CH3:7])=[O:2])[CH3:20] |f:1.2|. Procedure details: To a stirred solution of N-BOC-N-methyl-(D)-phenylalanine (2.1 g, 7.5 mmol) [BOC=tert-butyloxycarbonyl] in dry DMF [N,N-dimethylformamide] (15 ml) are added (L)-tryptophan methyl ester hydrochloride (2 g, 7.8 mmol) and hydroxybenztriazole (1.2 g, 8.8 mmol). The mixture is cooled to 0° and 1-(3-dimethylaminopropyl)-3-ethylcarbodiimide (1.7 ml, 9.2 mmol) is added dropwise. The reaction mixture is slowly warmed to r.t. (room temperature) and stirring continued for 2 hours. The homogeneous mixture i... The reactants are [Mg] (magnesium), BrC1=C(C=CC=C1)OC (1-bromo-2-methoxybenzene), CCOCC (ether), CCOCC (ether), ClC=1C=C2C(C(NC2=CC1)=O)=O (5-chloro-1H-indole-2,3-dione), [NH4+].[Cl-] (NH4Cl). The solvent is C1CCOC1 (THF). Yields the product COC1=C(C=CC=C1)[Mg]Br (2-methoxyphenylmagnesium bromide), ClC1(C(NC2=CC=C(C=C12)Cl)=O)C1=C(C=CC=C1)OC (3,5-Dichloro-3-(2-methoxyphenyl)-1,3-dihydro-2H-indole-2-one). Reaction SMILES: [Mg:1].[Br:2][C:3]1[CH:8]=[CH:7][CH:6]=[CH:5][C:4]=1[O:9][CH3:10].[Cl:11][C:12]1[CH:13]=[C:14]2[C:18](=[CH:19][CH:20]=1)[NH:17][C:16](=[O:21])[C:15]2=O.[NH4+].[Cl-:24].CC[O:27][CH2:28]C>C1COCC1>[CH3:28][O:27][C:12]1[CH:13]=[CH:14][CH:18]=[CH:19][C:20]=1[Mg:1][Br:2].[Cl:24][C:15]1([C:3]2[CH:8]=[CH:7][CH:6]=[CH:5][C:4]=2[O:9][CH3:10])[C:14]2[C:18](=[CH:19][CH:20]=[C:12]([Cl:11])[CH:13]=2)[NH:17][C:16]1=[O:21] |f:3.4|. Procedure details: This compound is prepared according to the procedure disclosed in WO 95/18105. A solution of 2-methoxyphenylmagnesium bromide is prepared from 16 g of magnesium in 35 ml of ether and from a solution of 124 g of 1-bromo-2-methoxybenzene in 175 ml of ether. This solution is added dropwise under an argon atmosphere to a mixture, cooled beforehand in an ice bath, of 30 g of 5-chloro-1H-indole-2,3-dione in 250 ml of THF and then the mixture is left stirring while allowing the temperature to rise to A... The reactants are CS(=O)(=O)Cl (methanesulphonyl chloride), N#N.C(C1=CC=CC=C1)OC(=O)[C@@]1(N(C[C@H](C1)O)C(C)(C)C)C(=O)N (N2 (benzyloxycarbonyl)-N1 -tert.butyl-4(S)-hydroxy-L-prolinamide), O (water). Solvent: N1=CC=CC=C1 (pyridine). Conditions: temperature 0 celsius. Yields the product N#N.C(C1=CC=CC=C1)OC(=O)[C@@]1(N(C[C@H](C1)OS(=O)(=O)C)C(C)(C)C)C(=O)N (N2 (benzyloxycarbonyl)-N1 -tert.butyl-4(S)-(methanesulphonyloxy)-L-prolinamide). Reaction SMILES: [N:1]#[N:2].[CH2:3]([O:10][C:11]([C@@:13]1([C:23]([NH2:25])=[O:24])[CH2:17][C@H:16]([OH:18])[CH2:15][N:14]1[C:19]([CH3:22])([CH3:21])[CH3:20])=[O:12])[C:4]1[CH:9]=[CH:8][CH:7]=[CH:6][CH:5]=1.[CH3:26][S:27](Cl)(=[O:29])=[O:28].O>N1C=CC=CC=1>[N:1]#[N:2].[CH2:3]([O:10][C:11]([C@@:13]1([C:23]([NH2:25])=[O:24])[CH2:17][C@H:16]([O:18][S:27]([CH3:26])(=[O:29])=[O:28])[CH2:15][N:14]1[C:19]([CH3:21])([CH3:22])[CH3:20])=[O:12])[C:4]1[CH:9]=[CH:8][CH:7]=[CH:6][CH:5]=1 |f:0.1,5.6|. Procedure details: 0.32 g of N2 -(benzyloxycarbonyl)-N1 -tert.butyl-4(S)-hydroxy-L-prolinamide was dissolved in 5 ml of dry pyridine while stirring, cooled to 0° C. and treated dropwise with 0.82 ml of methanesulphonyl chloride. The solution was stirred at 0° C. for a further 2 hours. The mixture was poured into a mixture of ice and water which was then extracted with ethyl acetate. The combined organic extracts were washed with 2M hydrochloric acid and then with saturated sodium bicarbonate solution and subsequen... The product is CCOC(=O)C.CCCCCC (EtOAc hexane). RXN SMILES: [C:1]([C:5]1C=C(C2N=C(C)C3C(C=2)=CC([O:21]C)=C(OC)C=3)[CH:8]=[CH:9][CH:10]=1)(C)(C)[CH3:2].[O:26]1[CH2:31][CH2:30]O[CH2:28][CH2:27]1>>[CH3:28][CH2:27][O:26][C:31]([CH3:30])=[O:21].[CH3:2][CH2:1][CH2:5][CH2:10][CH2:9][CH3:8] |f:2.3|. Starting materials: C(C)(C)(C)C=1C=C(C=CC1)C=1N=C(C2=CC(=C(C=C2C1)OC)OC)C (3-(3-(tert-Butyl)phenyl)-6,7-dimethoxy-1-methylisoquinoline), SeO2, O1CCOCC1 (dioxane). Isolated yield 62.0%. Procedure: 3-(3-(tert-Butyl)phenyl)-6,7-dimethoxy-1-methylisoquinoline (153 mg) and SeO2 (61 mg, 1.2 eq.) in 5 mL anhydrous dioxane were refluxed at 102° C. for 3 hours. Solution was then cooled to room temperature and filtered to remove precipitate. Resulting filtrate was concentrated. Chromatography achieved using ISCO max gradient 30% EtOAc/hexane yielding product as a yellow solid (97 mg, 62% yield). 1H NMR (400 MHz) (CDCl3) δ 10.40 (s, 1H), 8.67 (s, 1H), 8.14 (s, 1H), 8.08 (s, 1H), 7.90 (dt, J=4 Hz, J... Starting materials: ClCOCOCP(=O)(OCC)OCC (chloromethoxy(diethylphosphonomethoxy)methane), [H-].[Na+] (sodium hydride), oil, NC1=NC(=C2NC=NC2=N1)Cl (2-amino-6-chloropurine). Run in CN(C)C=O (DMF), CN(C)C=O (DMF). Run at temperature 25 celsius, time 1 hour. Product: NC1=NC(=C2N=CN(C2=N1)COCOCP(=O)(OCC)OCC)Cl (2-Amino-6-chloro-9-[(diethylphosphonomethoxy)methoxymethyl]purine). Reaction SMILES: [H-].[Na+].[NH2:3][C:4]1[N:12]=[C:11]2[C:7]([NH:8][CH:9]=[N:10]2)=[C:6]([Cl:13])[N:5]=1.Cl[CH2:15][O:16][CH2:17][O:18][CH2:19][P:20]([O:25][CH2:26][CH3:27])([O:22][CH2:23][CH3:24])=[O:21]>CN(C=O)C>[NH2:3][C:4]1[N:12]=[C:11]2[C:7]([N:8]=[CH:9][N:10]2[CH2:15][O:16][CH2:17][O:18][CH2:19][P:20]([O:25][CH2:26][CH3:27])([O:22][CH2:23][CH3:24])=[O:21])=[C:6]([Cl:13])[N:5]=1 |f:0.1|. Reported procedure: To a suspension of 60% sodium hydride in mineral oil (1.4 g, 34.5 mmol) in DMF (100 mL) was added 2-amino-6-chloropurine (5.78 g, 34.2 mmol) and the mixture was stirred for 1 hr at 25° C. To the resulting yellow solution was added dropwise a solution of above chloromethoxy(diethylphosphonomethoxy)methane in DMF (20 mL) under nitrogen. After stirring 15 hr at 25° C., volatiles were removed in vacuo. The residual oil was suspended in ethyl acetate (100 mL), washed with water (30 mL), brine and dri... Reactants: CC1CN(CCN)CC(C)O1, N#CSc1ccc2nc(NC(=O)Oc3ccccc3)sc2c1. The product is CC1CN(CCNC(=O)Nc2nc3ccc(SC#N)cc3s2)CC(C)O1. As a reaction SMILES: [CH3:23][CH:24]1[O:25][CH:26]([CH3:33])[CH2:27][N:28]([CH2:30][CH2:31][NH2:32])[CH2:29]1.[S:1]([C:2]#[N:3])[c:4]1[cH:5][c:6]2[c:7]([n:8][c:9]([NH:11][C:12]([O:13][c:14]3[cH:15][cH:16][cH:17][cH:18][cH:19]3)=[O:20])[s:10]2)[cH:21][cH:22]1>>[S:1]([C:2]#[N:3])[c:4]1[cH:5][c:6]2[c:7]([n:8][c:9]([NH:11][C:12](=[O:20])[NH:32][CH2:31][CH2:30][N:28]3[CH2:27][CH:26]([CH3:33])[O:25][CH:24]([CH3:23])[CH2:29]3)[s:10]2)[cH:21][cH:22]1. Reactants: Intermediate 43, NC[C@H](O)C1=C2C=CC(NC2=C(C=C1)O)=O ((R)-5-(2-Amino-1-hydroxyethyl)-8-hydroxyquinolin-2(1H)-one), C(C)N1N=CC=2C1=NC(=C(C2NC2CCOCC2)CNC(C2=CC(=CC=C2)C=O)=O)CC (N-[[1,6-Diethyl-4-[(tetrahydro-2H-pyran-4-yl)amino]-1H-pyrazolo[3,4-b]pyridin-5-yl]methyl]-3-formylbenzamide). Product: C(C)N1N=CC=2C1=NC(=C(C2NC2CCOCC2)CNC(C2=CC(=CC=C2)CNC[C@@H](C2=C1C=CC(NC1=C(C=C2)O)=O)O)=O)CC ((R)—N-[[1,6-Diethyl-4-[(tetrahydro-2H-pyran-4-yl)amino]-1H-pyrazolo[3,4-b]pyridin-5-yl]methyl]-3-[[[2-hydroxy-2-(8-hydroxy-2-oxo-1,2-dihydroquinolin-5-yl)ethyl]amino]methyl]benzamide). As a reaction SMILES: [NH2:1][CH2:2][C@@H:3]([C:5]1[CH:14]=[CH:13][C:12]([OH:15])=[C:11]2[C:6]=1[CH:7]=[CH:8][C:9](=[O:16])[NH:10]2)[OH:4].[CH2:17]([N:19]1[C:23]2=[N:24][C:25]([CH2:47][CH3:48])=[C:26]([CH2:35][NH:36][C:37](=[O:46])[C:38]3[CH:43]=[CH:42][CH:41]=[C:40]([CH:44]=O)[CH:39]=3)[C:27]([NH:28][CH:29]3[CH2:34][CH2:33][O:32][CH2:31][CH2:30]3)=[C:22]2[CH:21]=[N:20]1)[CH3:18]>>[CH2:17]([N:19]1[C:23]2=[N:24][C:25]([CH2:47][CH3:48])=[C:26]([CH2:35][NH:36][C:37](=[O:46])[C:38]3[CH:43]=[CH:42][CH:41]=[C:40]([CH2:44][NH:1][CH2:2][C@H:3]([OH:4])[C:5]4[CH:14]=[CH:13][C:12]([OH:15])=[C:11]5[C:6]=4[CH:7]=[CH:8][C:9](=[O:16])[NH:10]5)[CH:39]=3)[C:27]([NH:28][CH:29]3[CH2:34][CH2:33][O:32][CH2:31][CH2:30]3)=[C:22]2[CH:21]=[N:20]1)[CH3:18]. Reported procedure: The title compound was synthesized in a manner analogous to that described for Intermediate 43, using Intermediate 4 in place of Intermediate 8 and Intermediate 30 in place of Intermediate 29. Reactants: COCCOC, COCOC, [Na], Cc1ccccc1S(=O)(=O)N1Cc2ccccc2CC1(C)C, c1ccc2ccccc2c1. Product: CC1(C)Cc2ccccc2CN1. RXN SMILES: [CH2:34]([CH2:35][O:36][CH3:37])[O:38][CH3:39].[CH3:40][O:41][CH2:42][O:43][CH3:44].[Na:11].[c:12]1([CH3:13])[c:14]([S:15](=[O:16])(=[O:17])[N:21]2[CH2:22][c:23]3[cH:24][cH:25][cH:26][cH:27][c:28]3[CH2:29][C:30]2([CH3:31])[CH3:32])[cH:18][cH:19][cH:20][cH:33]1.[cH:1]1[cH:2][c:3]2[c:4]([cH:5][cH:6][cH:7][cH:8]2)[cH:9][cH:10]1>>[NH:21]1[CH2:22][c:23]2[cH:24][cH:25][cH:26][cH:27][c:28]2[CH2:29][C:30]1([CH3:31])[CH3:32]. The reactants are [Br-], CON(C)C(=O)C1CC(N(C(=O)C(C)(C)C)C2CCC(C)(C)CC2)CN1C(=O)OC(C)(C)C, C1CCOC1, C[Mg+]. Product: CC(=O)C1CC(N(C(=O)C(C)(C)C)C2CCC(C)(C)CC2)CN1C(=O)OC(C)(C)C. Reaction SMILES: [Br-:34].[C:1](=[O:2])([O:3][C:4]([CH3:5])([CH3:6])[CH3:7])[N:8]1[CH:9]([C:28](=[O:29])[N:30]([O:31][CH3:32])[CH3:33])[CH2:10][CH:11]([N:13]([C:14]([C:15]([CH3:16])([CH3:17])[CH3:18])=[O:19])[CH:20]2[CH2:21][CH2:22][C:23]([CH3:26])([CH3:27])[CH2:24][CH2:25]2)[CH2:12]1.[CH2:37]1[O:38][CH2:39][CH2:40][CH2:41]1.[CH3:35][Mg+:36]>>[C:1](=[O:2])([O:3][C:4]([CH3:5])([CH3:6])[CH3:7])[N:8]1[CH:9]([C:28](=[O:29])[CH3:35])[CH2:10][CH:11]([N:13]([C:14]([C:15]([CH3:16])([CH3:17])[CH3:18])=[O:19])[CH:20]2[CH2:21][CH2:22][C:23]([CH3:26])([CH3:27])[CH2:24][CH2:25]2)[CH2:12]1.